The task is: describe an organic reaction: reactants, conditions, products, and yield. This data is from the Open Reaction Database (ORD), a public repository of structured organic reaction records. Starting materials: COC(=O)CC1COc2cc(OCc3cccc(-c4c(C)c(C)c(OCCCS(C)(=O)=O)c(C)c4C)c3)ccc21, CO, Cl, [Na+], C1CCOC1, [OH-], O. The product is Cc1c(C)c(-c2cccc(COc3ccc4c(c3)OCC4CC(=O)O)c2)c(C)c(C)c1OCCCS(C)(=O)=O. As a reaction SMILES: [CH3:1][c:2]1[c:3](-[c:19]2[cH:20][c:21]([CH2:25][O:26][c:27]3[cH:28][c:29]4[c:30]([cH:39][cH:40]3)[CH:31]([CH2:34][C:35](=[O:36])[O:37][CH3:38])[CH2:32][O:33]4)[cH:22][cH:23][cH:24]2)[c:4]([CH3:18])[c:5]([CH3:17])[c:6]([O:9][CH2:10][CH2:11][CH2:12][S:13](=[O:14])(=[O:15])[CH3:16])[c:7]1[CH3:8].[CH3:41][OH:42].[ClH:45].[Na+:44].[O:47]1[CH2:48][CH2:49][CH2:50][CH2:51]1.[OH-:43].[OH2:46]>>[CH3:1][c:2]1[c:3](-[c:19]2[cH:20][c:21]([CH2:25][O:26][c:27]3[cH:28][c:29]4[c:30]([cH:39][cH:40]3)[CH:31]([CH2:34][C:35](=[O:36])[OH:37])[CH2:32][O:33]4)[cH:22][cH:23][cH:24]2)[c:4]([CH3:18])[c:5]([CH3:17])[c:6]([O:9][CH2:10][CH2:11][CH2:12][S:13](=[O:14])(=[O:15])[CH3:16])[c:7]1[CH3:8]. Reactants: S(N(CC)CC)(F)(F)F, n1c(nc2c(c1c1cnc(nc1)N)CCN2C1CC(C1)(F)F)N1CCOC[C@@H]1CO. Reagents/catalysts: c1ccc(cc1)-c2c3ccccc3cc4ccccc24 (9-Phenylanthracene). Solvent: CC#N (MeCN). Reaction conditions: temperature 25 celsius, time 18 hour. Yields the product Nc1ncc(cn1)c2nc(nc3N(CCc23)C4CC(F)(F)C4)N5CCOC[C@@H]5CF. RXN SMILES: [NH2:1][c:2]1[n:7][cH:6][c:5]([c:8]2[c:16]([c:12]3[n:11][c:10]([N:23]4[C@@H:28]([CH2:29]O)[CH2:27][O:26][CH2:25][CH2:24]4)[n:9]2)[CH2:15][CH2:14][N:13]3[CH:17]5[CH2:22][C:19]([F:21])([F:20])[CH2:18]5)[cH:4][n:3]1.CCN(S(F)(F)[F:30])CC>>[NH2:1][c:2]1[n:7][cH:6][c:5]([c:8]2[c:16]([c:12]3[n:11][c:10]([N:23]4[C@@H:28]([CH2:29][F:30])[CH2:27][O:26][CH2:25][CH2:24]4)[n:9]2)[CH2:15][CH2:14][N:13]3[CH:17]5[CH2:22][C:19]([F:21])([F:20])[CH2:18]5)[cH:4][n:3]1. Reactants: C[Li] (methyl lithium), ClC=1C=C(C(=O)O)C=C(C1)Cl (3,5-Dichlorobenzoic acid), ice water. Run in C1CCOC1 (THF). Conditions: temperature 0 celsius. Yields the product ClC=1C=C(C=C(C1)Cl)C(C)=O (1-(3,5-Dichlorophenyl)ethanone). As a reaction SMILES: [Cl:1][C:2]1[CH:3]=[C:4]([CH:8]=[C:9]([Cl:11])[CH:10]=1)[C:5]([OH:7])=O.[CH3:12][Li]>C1COCC1>[Cl:11][C:9]1[CH:8]=[C:4]([C:5](=[O:7])[CH3:12])[CH:3]=[C:2]([Cl:1])[CH:10]=1. Procedure: 3,5-Dichlorobenzoic acid (19,10 g, 100 mmol) was dissolved in dry THF (165 mL) and cooled to 0° C. in an ice bath. With vigorous stirring, 138 mL (210 mmol) of methyl lithium (1.6 M in diethyl ether) was added dropwise over a period of 30 min via syringe. After 1 hour the mixture was poured into ice-water (500 mL). The aqueous phase was extracted with diethyl ether (4×50 mL). The combined organic phases were washed with saturated aqueous sodium hydrogen carbonate (2×50 mL) and saturated aqueous ...